From a dataset of the Open Reaction Database (ORD), a public repository of structured organic reaction records. describe an organic reaction: reactants, conditions, products, and yield Starting materials: BrC=1C=CC(=C(C1)C1C(C(OC(C1=O)(C)C)(C)C)=O)C1CC1 (4-(5-bromo-2-cyclopropylphenyl)-2,2,6,6-tetramethylpyran-3,5-dione), ClC1=C(C=CC(=C1)Cl)O (2,4-dichlorophenol), C([O-])([O-])=O.[Cs+].[Cs+] (cesium carbonate). Reagents/catalysts: FC(S(=O)(=O)[O-])(F)F.[Cu+2].FC(S(=O)(=O)[O-])(F)F (copper (II) trifluoromethanesulfonate). Run in C1(=CC=CC=C1)C (toluene). Conditions: temperature 160 celsius. The product is C1(CC1)C1=C(C=C(C=C1)OC1=C(C=C(C=C1)Cl)Cl)C1C(C(OC(C1=O)(C)C)(C)C)=O (4-[2-cyclopropyl-5-(2,4-dichlorophenoxy)-phenyl]-2,2,6,6-tetramethylpyran-3,5-dione). RXN SMILES: Br[C:2]1[CH:3]=[CH:4][C:5]([CH:20]2[CH2:22][CH2:21]2)=[C:6]([CH:8]2[C:13](=[O:14])[C:12]([CH3:16])([CH3:15])[O:11][C:10]([CH3:18])([CH3:17])[C:9]2=[O:19])[CH:7]=1.[Cl:23][C:24]1[CH:29]=[C:28]([Cl:30])[CH:27]=[CH:26][C:25]=1[OH:31].C(=O)([O-])[O-].[Cs+].[Cs+]>FC(F)(F)S([O-])(=O)=O.[Cu+2].FC(F)(F)S([O-])(=O)=O.C1(C)C=CC=CC=1>[CH:20]1([C:5]2[CH:4]=[CH:3][C:2]([O:31][C:25]3[CH:26]=[CH:27][C:28]([Cl:30])=[CH:29][C:24]=3[Cl:23])=[CH:7][C:6]=2[CH:8]2[C:13](=[O:14])[C:12]([CH3:16])([CH3:15])[O:11][C:10]([CH3:17])([CH3:18])[C:9]2=[O:19])[CH2:21][CH2:22]1 |f:2.3.4,5.6.7|. Reported procedure: To a mixture of 4-(5-bromo-2-cyclopropylphenyl)-2,2,6,6-tetramethylpyran-3,5-dione (0.208 g, 0.57 mmol), 2,4-dichlorophenol (473 mg, 2.85 mmol), cesium carbonate (0.400 g, 1.13 mmol), copper (II) trifluoromethanesulfonate (10 mg, 0.03 mmol) and activated (powdered) 5 Å molecular sieves (0.330 g) is added anhydrous toluene (3.5 ml). The mixture is purged with nitrogen then heated at 160° C. for 1 hour under microwave irradiation. After cooling to room temperature the reaction mixture is diluted w... Starting materials: [N+](=O)([O-])C1=CC=C(C=O)C=C1 (4-Nitrobenzaldehyde), COC1=CC=C(C=C1)CC#N (4-Methoxyphenylacetonitrile), [OH-].[Na+] (sodium hydroxide). Run in C1(=CC=CC=C1)C (toluene), C1(=CC=CC=C1)C (toluene), O (water). Reaction conditions: temperature 20 celsius, time 1 hour. The product is C(#N)C(=CC1=CC=C(C=C1)[N+](=O)[O-])C1=CC=C(C=C1)OC (1-cyano-1-(4-methoxyphenyl)-2-(4-nitrophenyl)ethylene). The yield is 6.5%. As a reaction SMILES: [CH3:1][O:2][C:3]1[CH:8]=[CH:7][C:6]([CH2:9][C:10]#[N:11])=[CH:5][CH:4]=1.[OH-].[Na+].[N+:14]([C:17]1[CH:24]=[CH:23][C:20]([CH:21]=O)=[CH:19][CH:18]=1)([O-:16])=[O:15]>C1(C)C=CC=CC=1.O>[C:10]([C:9]([C:6]1[CH:7]=[CH:8][C:3]([O:2][CH3:1])=[CH:4][CH:5]=1)=[CH:21][C:20]1[CH:23]=[CH:24][C:17]([N+:14]([O-:16])=[O:15])=[CH:18][CH:19]=1)#[N:11] |f:1.2|. Procedure: 4-Methoxyphenylacetonitrile (7.63 g, 50 mmol) in toluene (30 mL), PEG(E)-400 (4 g, 10 mmol) and 52% aqueous sodium hydroxide (10.73 g in 12.4 mL water) were placed in a flask equipped with a magnetic stirrer. 4-Nitrobenzaldehyde (7.56 g, 50 mmol) in a minimum of toluene was added dropwise. The mixture was stirred for 1 h at 20° C. and then diluted with water (30 mL). The organic layer was separated, washed with water (3×40 mL) and dried with sodium sulfate. The solvent was removed under reduced ...